Dataset: the Open Reaction Database (ORD), a public repository of structured organic reaction records. Task: describe an organic reaction: reactants, conditions, products, and yield Starting materials: FC1=CC=C(C=C1)CC1=CN=C2C(=C(C(NC2=C1)=O)C(=O)OCC)O (ethyl 7-[(4-fluorophenyl)methyl]-4-hydroxy-2-oxo-1,2-dihydro-1,5-naphthyridine-3-carboxylate), N1(CCCCC1)CCN (2-(1-piperidinyl)ethylamine). Yields the product FC1=CC=C(C=C1)CC1=CN=C2C(=C(C(NC2=C1)=O)C(=O)NCCN1CCCCC1)O (7-[(4-Fluorophenyl)methyl]-4-hydroxy-2-oxo-N-[2-(1-piperidinyl)ethyl]-1,2-dihydro-1,5-naphthyridine-3-carboxamide). As a reaction SMILES: [F:1][C:2]1[CH:7]=[CH:6][C:5]([CH2:8][C:9]2[CH:18]=[C:17]3[C:12]([C:13]([OH:25])=[C:14]([C:20]([O:22]CC)=O)[C:15](=[O:19])[NH:16]3)=[N:11][CH:10]=2)=[CH:4][CH:3]=1.[N:26]1([CH2:32][CH2:33][NH2:34])[CH2:31][CH2:30][CH2:29][CH2:28][CH2:27]1>>[F:1][C:2]1[CH:7]=[CH:6][C:5]([CH2:8][C:9]2[CH:18]=[C:17]3[C:12]([C:13]([OH:25])=[C:14]([C:20]([NH:34][CH2:33][CH2:32][N:26]4[CH2:31][CH2:30][CH2:29][CH2:28][CH2:27]4)=[O:22])[C:15](=[O:19])[NH:16]3)=[N:11][CH:10]=2)=[CH:4][CH:3]=1. Procedure details: This compound was prepared from ethyl 7-[(4-fluorophenyl)methyl]-4-hydroxy-2-oxo-1,2-dihydro-1,5-naphthyridine-3-carboxylate and 2-(1-piperidinyl)ethylamine employing methods similar to those described in Example 2 and was obtained as a white solid: 1H NMR (d6-DMSO) δ 11.75 (1H, br), 10.70 (1H, br), 10.15 (1H, br), 8.20 (1H, m), 7.38-7.11 (5H, m), 4.01 (2H, s), 3.39 (2H, m), 2.38 (6H, m), 1.50 (4H, m), 1.39 (2H, m); ES +MS: 425 (M+H+, 100). The reactants are CCOP(OCC)OCC, CCOC(C)=O, COc1ccc(Oc2c(Cl)cc(CBr)cc2Cl)cc1C(C)C, CN(C)C=O. Yields the product CCOP(=O)(Cc1cc(Cl)c(Oc2ccc(OC)c(C(C)C)c2)c(Cl)c1)OCC. As a reaction SMILES: [CH2:23]([CH3:24])[O:25][P:26]([O:27][CH2:28][CH3:29])[O:30][CH2:31][CH3:32].[CH3:38][CH2:39][O:40][C:41](=[O:42])[CH3:43].[Cl:1][c:2]1[cH:3][c:4]([CH2:5][Br:6])[cH:7][c:8]([Cl:22])[c:9]1[O:10][c:11]1[cH:12][c:13]([CH:19]([CH3:20])[CH3:21])[c:14]([O:17][CH3:18])[cH:15][cH:16]1.[O:33]=[CH:34][N:35]([CH3:36])[CH3:37]>>[Cl:1][c:2]1[cH:3][c:4]([CH2:5][P:26]([O:25][CH2:23][CH3:24])([O:27][CH2:28][CH3:29])=[O:30])[cH:7][c:8]([Cl:22])[c:9]1[O:10][c:11]1[cH:12][c:13]([CH:19]([CH3:20])[CH3:21])[c:14]([O:17][CH3:18])[cH:15][cH:16]1. Product: C(C)C=1C=C(C(=NC1)N1CCN(CC1)C(=O)C1=C(C=C(C=C1)N1C(OC[C@H]1C)=O)F)C ((R)-3-{4-[4-(5-ethyl-3-methylpyridin-2-yl)piperazine-1-carbonyl]-3-fluorophenyl}-4-methyloxazolidin-2-one). Starting materials: BrC1=CC(=C(C=C1)C(=O)N1CCN(CC1)C1=NC=C(C=C1C)CC)F ((4-bromo-2-fluorophenyl)[4-(5-ethyl-3-methylpyridin-2-yl)piperazin-1-yl]methanone), C[C@H]1NC(OC1)=O ((R)-4-methyloxazolidin-2-one). RXN SMILES: Br[C:2]1[CH:7]=[CH:6][C:5]([C:8]([N:10]2[CH2:15][CH2:14][N:13]([C:16]3[C:21]([CH3:22])=[CH:20][C:19]([CH2:23][CH3:24])=[CH:18][N:17]=3)[CH2:12][CH2:11]2)=[O:9])=[C:4]([F:25])[CH:3]=1.[CH3:26][C@@H:27]1[CH2:31][O:30][C:29](=[O:32])[NH:28]1>>[CH2:23]([C:19]1[CH:20]=[C:21]([CH3:22])[C:16]([N:13]2[CH2:14][CH2:15][N:10]([C:8]([C:5]3[CH:6]=[CH:7][C:2]([N:28]4[C@H:27]([CH3:26])[CH2:31][O:30][C:29]4=[O:32])=[CH:3][C:4]=3[F:25])=[O:9])[CH2:11][CH2:12]2)=[N:17][CH:18]=1)[CH3:24]. The yield is 58.2%. Procedure: By reaction and treatment in the same manner as in Example 1 and using (4-bromo-2-fluorophenyl)[4-(5-ethyl-3-methylpyridin-2-yl)piperazin-1-yl]methanone (630 mg) described in Preparation Example 100 and (R)-4-methyloxazolidin-2-one (243 mg) described in Preparation Example 25, the title compound (385 mg) was obtained. The reactants are BrC1=CC=C(C=C1)CC(=O)OCC (ethyl 4-bromophenylacetate), [NH4+].[Cl-] (NH4Cl), [H-].[Na+] (NaH), CI (MeI). Solvent: CN(C)C=O (DMF). Conditions: temperature 0 celsius, time 30 minute. The product is C(C)OC(C(C)C1=CC=C(C=C1)Br)=O (2-(4-Bromo-phenyl)-propionic acid ethyl ester). Isolated yield 36.8%. RXN SMILES: [Br:1][C:2]1[CH:7]=[CH:6][C:5]([CH2:8][C:9]([O:11][CH2:12][CH3:13])=[O:10])=[CH:4][CH:3]=1.[H-].[Na+].[CH3:16]I.[NH4+].[Cl-]>CN(C=O)C>[CH2:12]([O:11][C:9](=[O:10])[CH:8]([C:5]1[CH:4]=[CH:3][C:2]([Br:1])=[CH:7][CH:6]=1)[CH3:16])[CH3:13] |f:1.2,4.5|. Reported procedure: To a solution of ethyl 4-bromophenylacetate (2 g, 8.23 mmol) in anhydrous DMF (20 ml) was carefully added NaH (60% in mineral oil, 0.494 g, 12.34 mmol) at 0° C. (ice bath). The resulting slurry was stirred at 0° C. for 30 min, then MeI (0.643 ml, 10.28 mmol) was added and the reaction mixture was allowed to warm to RT and further stirred for 1 h. A saturated aqueous NH4Cl solution was added to quench the reaction and the mixture was extracted with AcOEt (2×). The combined organic fractions were ... Reported procedure: To a solution of 2,4-difluoro-1-nitrobenzene (0.18 mL, 1.6 mmol) in CH3CN (3 mL) were added cis-3-methoxycyclobutylamine (0.17 g, 1.6 mmol) and DIPEA (0.28 mL, 1.6 mmol). The reaction mixture was stirred at RT for 18 h then concentrated in vacuo. The resulting residue was carried to the next step without any further purification (0.39 g, quantitative). To a solution of the product thus obtained (1.6 mmol) in EtOAc (15 mL) was added Pd/C (350 mg) and the reaction mixture stirred at RT for 18 h un... Reagents/catalysts: [Pd] (Pd/C). Reactants: FC1=C(C=CC(=C1)F)[N+](=O)[O-] (2,4-difluoro-1-nitrobenzene), CO[C@H]1C[C@H](C1)N (cis-3-methoxycyclobutylamine), CCN(C(C)C)C(C)C (DIPEA). Run at time 18 hour. Isolated yield 134.7%. Run in CC#N (CH3CN). Reaction SMILES: F[C:2]1[CH:7]=[C:6]([F:8])[CH:5]=[CH:4][C:3]=1[N+:9]([O-])=O.[CH3:12][O:13][C@@H:14]1[CH2:17][C@H:16]([NH2:18])[CH2:15]1.CCN(C(C)C)C(C)C>CC#N.[Pd]>[F:8][C:6]1[CH:7]=[C:2]([NH:18][C@H:16]2[CH2:17][C@@H:14]([O:13][CH3:12])[CH2:15]2)[C:3]([NH2:9])=[CH:4][CH:5]=1. Yields the product FC=1C=C(C(=CC1)N)N[C@@H]1C[C@@H](C1)OC (4-Fluoro-N2-(cis-3-methoxycyclobutyl)benzene-1,2-diamine). Starting materials: CC=1C=2N=CN(C2NC(N1)=S)C (6,9-Dimethylpurine-2-(3H)-thione), ClCC(=O)N (chloroacetamide), C(O)([O-])=O.[Na+] (sodium hydrogen carbonate). Run in O (water). Product: C(N)(=O)CSC1=NC(=C2N=CN(C2=N1)C)C (2-Carbamoylmethylthio-6,9-dimethylpurine). Isolated yield 67.5%. As a reaction SMILES: [CH3:1][C:2]1[C:3]2[N:4]=[CH:5][N:6]([CH3:12])[C:7]=2[NH:8][C:9](=[S:11])[N:10]=1.Cl[CH2:14][C:15]([NH2:17])=[O:16].C(=O)([O-])O.[Na+]>O>[C:15]([CH2:14][S:11][C:9]1[N:8]=[C:7]2[C:3]([N:4]=[CH:5][N:6]2[CH3:12])=[C:2]([CH3:1])[N:10]=1)(=[O:16])[NH2:17] |f:2.3|. Reported procedure: 6,9-Dimethylpurine-2-(3H)-thione (0.45 g), chloroacetamide (0.3 g), sodium hydrogen carbonate (0.25 g), and water (10 ml) were heated under reflux for 1 hr. Refrigeration gave a solid which recrystallised from water to give the carbamoylmethylthiopurine (0.40 g), m.p. 163°-164° (Found: C, 45.3; H, 4.9; N, 29.2. C9H11N5OS requires C, 45.6; H, 4.7; N, 29.5%). The reactants are CO, ClCCCl, CC(c1ccccc1N1CCCCC1)C(C(N)=O)c1ccc(C(=O)O)cc1, O=S(=O)(O)O. Yields the product COC(=O)c1ccc(C(C(N)=O)C(C)c2ccccc2N2CCCCC2)cc1. Reaction SMILES: [CH3:28][OH:29].[Cl:35][CH2:36][CH2:37][Cl:38].[N:1]1([c:7]2[c:8]([CH:13]([CH3:14])[CH:15]([c:16]3[cH:17][cH:18][c:19]([C:20](=[O:21])[OH:22])[cH:23][cH:24]3)[C:25](=[O:26])[NH2:27])[cH:9][cH:10][cH:11][cH:12]2)[CH2:2][CH2:3][CH2:4][CH2:5][CH2:6]1.[S:30](=[O:31])(=[O:32])([OH:33])[OH:34]>>[N:1]1([c:7]2[c:8]([CH:13]([CH3:14])[CH:15]([c:16]3[cH:17][cH:18][c:19]([C:20]([O:21][CH3:28])=[O:22])[cH:23][cH:24]3)[C:25](=[O:26])[NH2:27])[cH:9][cH:10][cH:11][cH:12]2)[CH2:2][CH2:3][CH2:4][CH2:5][CH2:6]1. Reactants: CNC1=C(C=C(C(=O)O)C=C1)[N+](=O)[O-] (4-methylamino-3-nitro-benzoic acid), S(=O)(Cl)Cl (thionyl chloride). Run at temperature 80 celsius. The product is CNC1=C(C=C(C(=O)Cl)C=C1)[N+](=O)[O-] (4-Methylamino-3-nitro-benzoyl chloride). As a reaction SMILES: [CH3:1][NH:2][C:3]1[CH:11]=[CH:10][C:6]([C:7](O)=[O:8])=[CH:5][C:4]=1[N+:12]([O-:14])=[O:13].S(Cl)([Cl:17])=O>>[CH3:1][NH:2][C:3]1[CH:11]=[CH:10][C:6]([C:7]([Cl:17])=[O:8])=[CH:5][C:4]=1[N+:12]([O-:14])=[O:13]. Reported procedure: 4-Methylamino-3-nitro-benzoyl chloride (4.3 g) was prepared starting from 4-methylamino-3-nitro-benzoic acid (4 g) in thionyl chloride (20 mL). The reaction was heated to 80° C. for 8 h. The solvent was evaporated to isolate pure compound without any further purification. Reactants: [N+](=O)([O-])C=1C=C(C=C(C1O)[N+](=O)[O-])C(C)(C)C1=CC(=C(C(=C1)[N+](=O)[O-])O)[N+](=O)[O-] (2,2-bis(3,5-dinitro-4-hydroxyphenyl) propane), [N+](=O)(O)[O-] (nitric acid), ClC(C)Cl (dichloroethane), [N+](=O)([O-])C1=C(C(=C(C(=C1O)[N+](=O)[O-])[N+](=O)[O-])C(C)(C)C1=CC=C(C=C1)O)[N+](=O)[O-] (tetranitrobisphenol A), OC1=CC=C(C=C1)C(C)(C)C1=CC=C(C=C1)O (2,2-bis(4-hydroxyphenyl)propane). The product is OC1=C(C=C(C=C1)C(C)(C)C1=CC(=C(C=C1)O)[N+](=O)[O-])[N+](=O)[O-] (2,2-bis(4-hydroxy-3-nitro-phenyl)propane). RXN SMILES: [N+:1]([C:4]1[CH:5]=[C:6]([C:14]([C:17]2[CH:22]=[C:21]([N+]([O-])=O)[C:20]([OH:26])=[C:19]([N+:27]([O-:29])=[O:28])[CH:18]=2)([CH3:16])[CH3:15])[CH:7]=[C:8]([N+]([O-])=O)[C:9]=1[OH:10])([O-:3])=[O:2].[N+](C1C(O)=C([N+]([O-])=O)C([N+]([O-])=O)=C(C(C2C=CC(O)=CC=2)(C)C)C=1[N+]([O-])=O)([O-])=O.OC1C=CC(C(C2C=CC(O)=CC=2)(C)C)=CC=1.[N+]([O-])(O)=O.ClC(Cl)C>>[OH:26][C:20]1[CH:21]=[CH:22][C:17]([C:14]([C:6]2[CH:7]=[CH:8][C:9]([OH:10])=[C:4]([N+:1]([O-:3])=[O:2])[CH:5]=2)([CH3:16])[CH3:15])=[CH:18][C:19]=1[N+:27]([O-:29])=[O:28]. Procedure details: This invention uses 2,2-bis(3,5-dinitro-4-hydroxyphenyl) propane as a polymerization inhibitor. For the sake of convenience, this compound will also be called tetranitrobisphenol A. A method of synthesizing said compound is described in Stroganov et al, Zh. Org. Khim 1973, 9(8), 1713-17, and Smirnov and Stroganov USSR Pat. No. 237,860 (1969). Thus, 2,2-bis(4-hydroxyphenyl)propane is nitrated with a concentrated nitric acid (for instance 70% HNO3) in a suitable solvent such as dichloroethane to a... The reactants are BrCC1COC=2C=NC3=CC=C(C(=C3C2C1)F)OC (3-bromomethyl-5-fluoro-6-methoxy-3,4-dihydro-2H-1-oxa-9-aza-phenanthrene), C(C)(C)(C)OC(=O)N1CCC(CC1)N (4-amino-piperidine-1-carboxylic acid tert-butyl ester), O=C1CSC2=C(N1)C=C(C=C2)C(=O)O (3-oxo-3,4-dihydro-2H-benzo[1,4]thiazine-6-carboxylic acid). Yields the product FC1=C2C=3CC(COC3C=NC2=CC=C1OC)CN1CCC(CC1)NC(=O)C=1C=CC2=C(NC(CS2)=O)C1 (3-oxo-3,4-dihydro-2H-benzo[1,4]thiazine-6-carboxylic acid [1-(5-fluoro-6-methoxy-3,4-dihydro-2H-1-oxa-9-aza-phenanthren-3-ylmethyl)-piperidin-4-yl]-amide). As a reaction SMILES: Br[CH2:2][CH:3]1[CH2:16][C:15]2[C:14]3[C:9](=[CH:10][CH:11]=[C:12]([O:18][CH3:19])[C:13]=3[F:17])[N:8]=[CH:7][C:6]=2[O:5][CH2:4]1.C(OC([N:27]1[CH2:32][CH2:31][CH:30]([NH2:33])[CH2:29][CH2:28]1)=O)(C)(C)C.[O:34]=[C:35]1[NH:40][C:39]2[CH:41]=[C:42]([C:45](O)=[O:46])[CH:43]=[CH:44][C:38]=2[S:37][CH2:36]1>>[F:17][C:13]1[C:12]([O:18][CH3:19])=[CH:11][CH:10]=[C:9]2[C:14]=1[C:15]1[CH2:16][CH:3]([CH2:2][N:27]3[CH2:28][CH2:29][CH:30]([NH:33][C:45]([C:42]4[CH:43]=[CH:44][C:38]5[S:37][CH2:36][C:35](=[O:34])[NH:40][C:39]=5[CH:41]=4)=[O:46])[CH2:31][CH2:32]3)[CH2:4][O:5][C:6]=1[CH:7]=[N:8]2. Reported procedure: The titled compound is prepared as a white lyophilized powder following Scheme 1 and in analogy to Example 1 using 3-bromomethyl-5-fluoro-6-methoxy-3,4-dihydro-2H-1-oxa-9-aza-phenanthrene, 4-amino-piperidine-1-carboxylic acid tert-butyl ester and 3-oxo-3,4-dihydro-2H-benzo[1,4]thiazine-6-carboxylic acid as starting material.